The task is: describe an organic reaction: reactants, conditions, products, and yield. This data is from the Open Reaction Database (ORD), a public repository of structured organic reaction records. Reactants: C(CCC)N1C[C@H]2[C@@H](C1)CC(C2)=O ((3aS,6aR)-2-butylhexahydrocyclopenta[c]pyrrol-5-one), Cl.NO (hydroxylamine hydrochloride), C(C)(=O)[O-].[Na+] (sodium acetate). Solvent: C(C)O (ethanol), O (water). Yields the product C(CCC)N1C[C@H]2[C@@H](C1)CC(C2)=NO ((3aS,6aR)-2-butylhexahydrocyclopenta[c]pyrrol-5-one oxime). Reaction SMILES: [CH2:1]([N:5]1[CH2:9][C@H:8]2[CH2:10][C:11](=O)[CH2:12][C@H:7]2[CH2:6]1)[CH2:2][CH2:3][CH3:4].Cl.[NH2:15][OH:16].C([O-])(=O)C.[Na+]>C(O)C.O>[CH2:1]([N:5]1[CH2:9][C@H:8]2[CH2:10][C:11](=[N:15][OH:16])[CH2:12][C@H:7]2[CH2:6]1)[CH2:2][CH2:3][CH3:4] |f:1.2,3.4|. Reported procedure: A suspension of (3aS,6aR)-2-butylhexahydrocyclopenta[c]pyrrol-5-one (0.467 g, 2.58 mmol), hydroxylamine hydrochloride (0.430 g, 6.19 mmol) and sodium acetate (0.842 g, 6.19 mmol) in ethanol (21 ml) and water (7 ml) is heated to reflux for 1 hour. The ethanol is evaporated and the residue partitioned between saturated aqueous NaHCO3 and EtOAc. The organic phase is washed with brine, dried (MgSO4) and evaporated to afford (3aS,6aR)-2-butylhexahydrocyclopenta[c]pyrrol-5-one oxime, MH+197.